This data is from the Open Reaction Database (ORD), a public repository of structured organic reaction records. The task is: describe an organic reaction: reactants, conditions, products, and yield Starting materials: C([O-])(O)=O.[Na+] (sodium bicarbonate), C1=CC(=CC(=C1)Cl)C(=O)OO (MCPBA), C1=CC=CC2=C1C(NC1=C(S2)C=CC=C1)=O (10,11-dihydrodibenzo[b,f][1,4] thiazepin-11-one). Run in C(Cl)(Cl)Cl (chloroform), C(Cl)(Cl)Cl (chloroform). The product is C1=CC=CC2=C1C(NC1=C(S2=O)C=CC=C1)=O (10,11-Dihydrodibenzo[b,f][1,4]thiazepin-11-one-5-oxide). RXN SMILES: C1C=C(Cl)C=C(C(OO)=[O:9])C=1.[CH:12]1[C:17]2[C:18](=[O:27])[NH:19][C:20]3[CH:26]=[CH:25][CH:24]=[CH:23][C:21]=3[S:22][C:16]=2[CH:15]=[CH:14][CH:13]=1.C(=O)(O)[O-].[Na+]>C(Cl)(Cl)Cl>[CH:12]1[C:17]2[C:18](=[O:27])[NH:19][C:20]3[CH:26]=[CH:25][CH:24]=[CH:23][C:21]=3[S:22](=[O:9])[C:16]=2[CH:15]=[CH:14][CH:13]=1 |f:2.3|. Procedure details: A solution of MCPBA (1 eq) in chloroform (5 ml) was added to a stirred solution of 10,11-dihydrodibenzo[b,f][1,4] thiazepin-11-one (114 mg, 0.5 mmol) in chloroform (30 ml). After 0.5 hr the reaction mixture was poured into sodium bicarbonate solution (5%, 30 ml), separated and the aqueous layer washed with chloroform (30 ml). The combined organic fractions were dried (MgSO4) and evaporated. Recrystallisation from toluene gave the title compound as off-white crystals (76 mg, m.p. 308°-310° C., Rf... Reactants: CN1C(NCC1C(=O)OC(C)(C)C)=O (1,1-dimethylethyl 3-methyl-2-oxo-4-imidazolidinecarboxylate), BrC=1C(=NC=CC1)Cl (3-bromo-2-chloropyridine), C([O-])([O-])=O.[Cs+].[Cs+] (cesium carbonate), CC1(C2=C(C(=CC=C2)P(C3=CC=CC=C3)C4=CC=CC=C4)OC5=C(C=CC=C51)P(C6=CC=CC=C6)C7=CC=CC=C7)C (Xantphos). Reagents/catalysts: C=1C=CC(=CC1)/C=C/C(=O)/C=C/C2=CC=CC=C2.C=1C=CC(=CC1)/C=C/C(=O)/C=C/C2=CC=CC=C2.C=1C=CC(=CC1)/C=C/C(=O)/C=C/C2=CC=CC=C2.[Pd].[Pd] (tris(dibenzylideneacetone)dipalladium(0)). Run in O1CCOCC1 (1,4-dioxane). Yields the product ClC1=NC=CC=C1N1C(N(C(C1)C(=O)OC(C)(C)C)C)=O (1,1-dimethylethyl 1-(2-chloro-3-pyridinyl)-3-methyl-2-oxo-4-imidazolidinecarboxylate). Isolated yield 57.1%. Reaction SMILES: [CH3:1][N:2]1[CH:6]([C:7]([O:9][C:10]([CH3:13])([CH3:12])[CH3:11])=[O:8])[CH2:5][NH:4][C:3]1=[O:14].Br[C:16]1[C:17]([Cl:22])=[N:18][CH:19]=[CH:20][CH:21]=1.C(=O)([O-])[O-].[Cs+].[Cs+].CC1(C)C2C(=C(P(C3C=CC=CC=3)C3C=CC=CC=3)C=CC=2)OC2C(P(C3C=CC=CC=3)C3C=CC=CC=3)=CC=CC1=2>O1CCOCC1.C1C=CC(/C=C/C(/C=C/C2C=CC=CC=2)=O)=CC=1.C1C=CC(/C=C/C(/C=C/C2C=CC=CC=2)=O)=CC=1.C1C=CC(/C=C/C(/C=C/C2C=CC=CC=2)=O)=CC=1.[Pd].[Pd]>[Cl:22][C:17]1[C:16]([N:4]2[CH2:5][CH:6]([C:7]([O:9][C:10]([CH3:11])([CH3:13])[CH3:12])=[O:8])[N:2]([CH3:1])[C:3]2=[O:14])=[CH:21][CH:20]=[CH:19][N:18]=1 |f:2.3.4,7.8.9.10.11|. Reported procedure: To a solution of 1,1-dimethylethyl 3-methyl-2-oxo-4-imidazolidinecarboxylate (650 mg, 3.25 mmol) (prepared as described in step (iii) of Example 13, starting from (4S)-2-oxo-3-{[(phenylmethyl)oxy]carbonyl}-4-imidazolidinecarboxylic acid) and 3-bromo-2-chloropyridine (625 mg, 3.25 mmol) in 1,4-dioxane (30 ml) was added cesium carbonate (4231 mg, 12.98 mmol), tris(dibenzylideneacetone)dipalladium(0) (149 mg, 0.162 mmol) and Xantphos™ (141 mg, 0.243 mmol) and the reaction stirred at reflux overnigh... Starting materials: Cl (hydrochloric acid), [H-].[Na+] (sodium hydride), C(C1=CC=CC=C1)Cl (benzyl chloride), ClC=1C(N(N=CC1N)C(C)C)=O (4-chloro-5-amino-2-i-propyl-3(2H)pyridazinone). Solvent: C1=CC=CC=C1 (benzene), CN(C=O)C (dimethylformamide). Run at time 30 minute. Yields the product ClC=1C(N(N=CC1NCC1=CC=CC=C1)C(C)C)=O (4-Chloro-5-(benzylamino)-2-i-propyl-3(2H)pyridazinone). As a reaction SMILES: [Cl:1][C:2]1[C:3](=[O:12])[N:4]([CH:9]([CH3:11])[CH3:10])[N:5]=[CH:6][C:7]=1[NH2:8].[H-].[Na+].[CH2:15](Cl)[C:16]1[CH:21]=[CH:20][CH:19]=[CH:18][CH:17]=1.Cl>CN(C)C=O.C1C=CC=CC=1>[Cl:1][C:2]1[C:3](=[O:12])[N:4]([CH:9]([CH3:10])[CH3:11])[N:5]=[CH:6][C:7]=1[NH:8][CH2:15][C:16]1[CH:21]=[CH:20][CH:19]=[CH:18][CH:17]=1 |f:1.2|. Reported procedure: In 6 ml of dry dimethylformamide, 1.875 g of 4-chloro-5-amino-2-i-propyl-3(2H)pyridazinone was dissolved. 0.48 g of sodium hydride (50% mineral oil suspension) was added thereto at a temperature of from 5° to 10° C., and the mixture was stirred for about 30 minutes. Then, 1.4 g of benzyl chloride was dropwise added thereto at the same temperature. After the dropwise addition, the mixture was stirred at room temperature for 2 hours. To the reaction solution, 50 ml of benzene and 30 ml of a 10% hy... Starting materials: O (Water), ClC=1C=C(C=CC1Cl)CC(=O)O (3,4-dichlorophenyl-acetic acid), C1=CN(C=N1)C(=O)N2C=CN=C2 (CDI), Cl.NCC=1C=C2CN(C(C2=CC1)=O)C1C(NC(CC1)=O)=O (3-(5-(aminomethyl)-1-oxoisoindolin-2-yl)piperidine-2,6-dione hydrochloride). Run in CN(C)C=O (DMF). Conditions: temperature 70 celsius, time 4 hour. Yields the product ClC=1C=C(C=CC1Cl)CC(=O)NCC=1C=C2CN(C(C2=CC1)=O)C1C(NC(CC1)=O)=O (2-(3,4-dichloro-phenyl)-N-[2-(2,6-dioxo-piperidin-3-yl)-1-oxo-2,3-dihydro-1H-isoindol-5-ylmethyl]-acetamide). The yield is 34.8%. RXN SMILES: [Cl:1][C:2]1[CH:3]=[C:4]([CH2:9][C:10]([OH:12])=O)[CH:5]=[CH:6][C:7]=1[Cl:8].C1N=CN(C(N2C=NC=C2)=O)C=1.Cl.[NH2:26][CH2:27][C:28]1[CH:29]=[C:30]2[C:34](=[CH:35][CH:36]=1)[C:33](=[O:37])[N:32]([CH:38]1[CH2:43][CH2:42][C:41](=[O:44])[NH:40][C:39]1=[O:45])[CH2:31]2.O>CN(C=O)C>[Cl:1][C:2]1[CH:3]=[C:4]([CH2:9][C:10]([NH:26][CH2:27][C:28]2[CH:29]=[C:30]3[C:34](=[CH:35][CH:36]=2)[C:33](=[O:37])[N:32]([CH:38]2[CH2:43][CH2:42][C:41](=[O:44])[NH:40][C:39]2=[O:45])[CH2:31]3)=[O:12])[CH:5]=[CH:6][C:7]=1[Cl:8] |f:2.3|. Procedure details: A mixture of 3,4-dichlorophenyl-acetic acid (0.31 g, 1.5 mmol) and CDI (0.26 g, 1.6 mmol) in DMF (20 mL) was stirred at 70° C. under N2. After 4 h, 3-(5-(aminomethyl)-1-oxoisoindolin-2-yl)piperidine-2,6-dione hydrochloride (0.47 g, 1.5 mmol) was added. The mixture was cooled to 40° C. and was stirred at this temperature for an additional 16 h. Water (30 mL) was added resulting in precipitation of the product. The solid precipitate was filtered, washed with water (50 mL) and dried in vacuo provid... The reactants are COC(=O)C12CN(Cc3ccccc3)CC1C(=O)CCC2c1ccccc1OC, CO, NN, O. The product is COC(=O)C12CN(Cc3ccccc3)CC1C(=NN)CCC2c1ccccc1OC. Reaction SMILES: [CH3:1][O:2][C:3](=[O:4])[C:5]12[CH2:6][N:7]([CH2:23][c:24]3[cH:25][cH:26][cH:27][cH:28][cH:29]3)[CH2:8][CH:9]1[C:10](=[O:22])[CH2:11][CH2:12][CH:13]2[c:14]1[c:15]([O:20][CH3:21])[cH:16][cH:17][cH:18][cH:19]1.[CH3:33][OH:34].[NH2:31][NH2:32].[OH2:30]>>[CH3:1][O:2][C:3](=[O:4])[C:5]12[CH2:6][N:7]([CH2:23][c:24]3[cH:25][cH:26][cH:27][cH:28][cH:29]3)[CH2:8][CH:9]1[C:10](=[N:31][NH2:32])[CH2:11][CH2:12][CH:13]2[c:14]1[c:15]([O:20][CH3:21])[cH:16][cH:17][cH:18][cH:19]1. Conditions: time 18 minute. Starting materials: [BH3-]C#N.[Na+] (NaBH3CN), FC(C(=O)[O-])(F)F.CC1=NC(=NN1CC1=CC(=NC=C1)N1CC[NH2+]CC1)C1=NC(=NO1)C1=CC=C(C=C1)OC(F)(F)F (4-(4-((5-methyl-3-(3-(4-(trifluoromethoxy)phenyl)-1,2,4-oxadiazol-5-yl)-1H-1,2,4-triazol-1-yl)methyl)pyridin-2-yl)piperazin-1-ium trifluoroacetate), C=O (formaldehyde), C=O (paraformaldehyde). Procedure: The mixture of 4-(4-((5-methyl-3-(3-(4-(trifluoromethoxy)phenyl)-1,2,4-oxadiazol-5-yl)-1H-1,2,4-triazol-1-yl)methyl)pyridin-2-yl)piperazin-1-ium trifluoroacetate (100 mg, 0.2 mmol), formaldehyde (0.5 mL, 6.0 mmol, 38% in H2O) and paraformaldehyde (100 mg, 3.3 mmol) in EtOH (1 mL) was stirred at RT, then treated with NaBH3CN (63 mg, 1.0 mmol) in one portion. The mixture was stirred at RT for 3 h, and then concentrated under reduced pressure to give the crude product, which was purified by pre-HPL... As a reaction SMILES: F[C:2](F)(F)C([O-])=O.[CH3:8][C:9]1[N:13]([CH2:14][C:15]2[CH:20]=[CH:19][N:18]=[C:17]([N:21]3[CH2:26][CH2:25][NH2+:24][CH2:23][CH2:22]3)[CH:16]=2)[N:12]=[C:11]([C:27]2[O:31][N:30]=[C:29]([C:32]3[CH:37]=[CH:36][C:35]([O:38][C:39]([F:42])([F:41])[F:40])=[CH:34][CH:33]=3)[N:28]=2)[N:10]=1.C=O.[BH3-]C#N.[Na+]>CCO>[CH3:8][C:9]1[N:13]([CH2:14][C:15]2[CH:20]=[CH:19][N:18]=[C:17]([N:21]3[CH2:26][CH2:25][N:24]([CH3:2])[CH2:23][CH2:22]3)[CH:16]=2)[N:12]=[C:11]([C:27]2[O:31][N:30]=[C:29]([C:32]3[CH:33]=[CH:34][C:35]([O:38][C:39]([F:42])([F:40])[F:41])=[CH:36][CH:37]=3)[N:28]=2)[N:10]=1 |f:0.1,3.4|. The yield is 45.0%. Solvent: CCO (EtOH). Yields the product CC1=NC(=NN1CC1=CC(=NC=C1)N1CCN(CC1)C)C1=NC(=NO1)C1=CC=C(C=C1)OC(F)(F)F (5-(5-methyl-1-((2-(4-methylpiperazin-1-yl)pyridin-4-yl) methyl)-1H-1,2,4-triazol-3-yl)-3-(4-(trifluoromethoxy)phenyl)-1,2,4-oxadiazole).